Dataset: the Open Reaction Database (ORD), a public repository of structured organic reaction records. Task: describe an organic reaction: reactants, conditions, products, and yield The reactants are CCOC(C)=O, [Cl-], N#Cc1cc([N+](=O)[O-])ccc1F, O, O. Yields the product N#Cc1cc(N)ccc1F. As a reaction SMILES: [CH2:16]([O:17][C:18](=[O:19])[CH3:20])[CH3:21].[Cl-:15].[F:1][c:2]1[c:3]([C:4]#[N:5])[cH:6][c:7]([N+:10]([O-:11])=[O:12])[cH:8][cH:9]1.[OH2:13].[OH2:14]>>[F:1][c:2]1[c:3]([C:4]#[N:5])[cH:6][c:7]([NH2:10])[cH:8][cH:9]1. Reactants: [Br-].C(C)(C)[P+]1(CC2=C(C3=C(C1)C=CC1=CC=CC=C13)C=1C=CC=CC1C=C2)C(C)C (4,4-diisopropyl-4,5-dihydro-3H-dinaphtho[2,1-c:1',2'-e]phosphepinium bromide), [H-].[Al+3].[Li+].[H-].[H-].[H-] (lithium aluminum hydride). Solvent: C1(=CC=CC=C1)C (toluene). The product is C(C)(C)P(C(C)C)CC1=C(C2=CC=CC=C2C=C1)C1=C(C=CC2=CC=CC=C12)C (2-diisopropylphosphinomethyl-2'-methyl-1,1'-binaphthyl). Reaction SMILES: [Br-].[CH:2]([P+:5]1([CH:28]([CH3:30])[CH3:29])[CH2:11][C:10]2[CH:12]=[CH:13][C:14]3[C:19]([C:9]=2[C:8]2[C:20]4[CH:21]=[CH:22][CH:23]=[CH:24][C:25]=4[CH:26]=[CH:27][C:7]=2[CH2:6]1)=[CH:18][CH:17]=[CH:16][CH:15]=3)([CH3:4])[CH3:3].[H-].[Al+3].[Li+].[H-].[H-].[H-]>C1(C)C=CC=CC=1>[CH:28]([P:5]([CH2:6][C:7]1[CH:27]=[CH:26][C:25]2[C:20](=[CH:21][CH:22]=[CH:23][CH:24]=2)[C:8]=1[C:9]1[C:19]2[C:14](=[CH:15][CH:16]=[CH:17][CH:18]=2)[CH:13]=[CH:12][C:10]=1[CH3:11])[CH:2]([CH3:4])[CH3:3])([CH3:29])[CH3:30] |f:0.1,2.3.4.5.6.7|. Procedure: 4 g (8.4 mmol) of 4,4-diisopropyl-4,5-dihydro-3H-dinaphtho[2,1-c:1',2'-e]phosphepinium bromide are suspended in 70 ml of absolute toluene under protective gas and reacted with 400 mg (10.5 mmol) of lithium aluminum hydride using a method analogous to Example 5.